This data is from the Open Reaction Database (ORD), a public repository of structured organic reaction records. The task is: describe an organic reaction: reactants, conditions, products, and yield The reactants are O=CC1=CCCCCCCC1, CC(=O)O[BH-](OC(C)=O)OC(C)=O, ClCCCl, Cc1ccc(-c2ccc3c(c2)C=C(C(=O)NC2CCNCC2)CCO3)cc1, [Na+]. The product is Cc1ccc(-c2ccc3c(c2)C=C(C(=O)NC2CCN(CC4=CCCCCCCC4)CC2)CCO3)cc1. As a reaction SMILES: [C:28]1([CH:37]=[O:38])=[CH:29][CH2:30][CH2:31][CH2:32][CH2:33][CH2:34][CH2:35][CH2:36]1.[C:39]([O:40][BH-:41]([O:42][C:43](=[O:44])[CH3:45])[O:46][C:47](=[O:48])[CH3:49])(=[O:50])[CH3:51].[Cl:53][CH2:54][CH2:55][Cl:56].[NH:1]1[CH2:2][CH2:3][CH:4]([NH:7][C:8](=[O:9])[C:10]2=[CH:16][c:15]3[c:14]([cH:20][cH:19][c:18](-[c:21]4[cH:22][cH:23][c:24]([CH3:27])[cH:25][cH:26]4)[cH:17]3)[O:13][CH2:12][CH2:11]2)[CH2:5][CH2:6]1.[Na+:52]>>[N:1]1([CH2:37][C:28]2=[CH:29][CH2:30][CH2:31][CH2:32][CH2:33][CH2:34][CH2:35][CH2:36]2)[CH2:2][CH2:3][CH:4]([NH:7][C:8](=[O:9])[C:10]2=[CH:16][c:15]3[c:14]([cH:20][cH:19][c:18](-[c:21]4[cH:22][cH:23][c:24]([CH3:27])[cH:25][cH:26]4)[cH:17]3)[O:13][CH2:12][CH2:11]2)[CH2:5][CH2:6]1. The reactants are CNC (Dimethylamine), C(C)(C)(C)NS(=O)(=O)C=1C=C(C=CC1)S(=O)(=O)Cl (3-tert-butylsulfamoyl-benzenesulfonyl chloride), O (Water). Run in C(C)(=O)OCC (ethyl acetate). Reaction conditions: time 1 hour. Yields the product CN(S(=O)(=O)C=1C=C(C=CC1)S(=O)(=O)NC(C)(C)C)C (Benzene-1,3-disulfonic acid tert-butyl-amide dimethylamide). Reaction SMILES: [CH3:1][NH:2][CH3:3].[C:4]([NH:8][S:9]([C:12]1[CH:13]=[C:14]([S:18](Cl)(=[O:20])=[O:19])[CH:15]=[CH:16][CH:17]=1)(=[O:11])=[O:10])([CH3:7])([CH3:6])[CH3:5].O>C(OCC)(=O)C>[CH3:1][N:2]([CH3:3])[S:18]([C:14]1[CH:13]=[C:12]([S:9]([NH:8][C:4]([CH3:7])([CH3:6])[CH3:5])(=[O:11])=[O:10])[CH:17]=[CH:16][CH:15]=1)(=[O:20])=[O:19]. Procedure: Dimethylamine gas was allowed to bubble for 3 minutes into a solution of 1.8 grams (7 mmole) of 3-tert-butylsulfamoyl-benzenesulfonyl chloride in ethyl acetate. Water was added and the mixture was stirred at room temperature for 1 hour. The ethyl acetate layer was separated, dried over magnesium sulfate and concentrated in vacuo to a solid which was triturated with hexane/isopropryl ether to give 1.59 grams of the titled compound, m.p. 100-102° C. The yield is 51.5%. Reactants: C(C)(C)(C)OC(N[C@@H]1CC[C@H](CC1)C(NC1=CC(=CC(=C1)O)OC1=CC=C(C=C1)C#N)=O)=O ({trans-4-[3-(4-cyano-phenoxy)-5-hydroxy-phenylcarbamoyl]-cyclohexyl}-carbamic acid tert-butyl ester), FC=1C=CC(=C(C1)N)[N+](=O)[O-] (5-fluoro-2-nitro-phenylamine). Procedure: Using {trans-4-[3-(4-cyano-phenoxy)-5-hydroxy-phenylcarbamoyl]-cyclohexyl}-carbamic acid tert-butyl ester (1.5 g, 5.29 mmol) and 5-fluoro-2-nitro-phenylamine (0.91 g, 5.82 mmol) following the procedure of Example 42(b) afforded 1.6 g of the required product 1H NMR (DMSO-d6): δ 1.45 (9H, s), 1.8 (4H, m), 2.5 (4H, m), 3.2 (1H, m), 6.48 (2H, m), 6.75 (1H, d), 7.24 (2H, m), 7.51 (4H, m), 7.78 (2H, d), 8.05 (1H, d), 8.38 (1H, d). Yields the product C(C)(C)(C)OC(N[C@@H]1CC[C@H](CC1)C(NC1=CC(=CC(=C1)OC1=CC=C(C=C1)C#N)OC1=CC(=C(C=C1)[N+](=O)[O-])N)=O)=O ({Trans-4-[3-(3-amino-4-nitro-phenoxy)-5-(4-cyano-phenoxy)-phenyl-carbamoyl]-cyclohexyl}-carbamic Acid Tert-butyl Ester). RXN SMILES: [C:1]([O:5][C:6](=[O:33])[NH:7][C@H:8]1[CH2:13][CH2:12][C@H:11]([C:14](=[O:32])[NH:15][C:16]2[CH:21]=[C:20]([OH:22])[CH:19]=[C:18]([O:23][C:24]3[CH:29]=[CH:28][C:27]([C:30]#[N:31])=[CH:26][CH:25]=3)[CH:17]=2)[CH2:10][CH2:9]1)([CH3:4])([CH3:3])[CH3:2].F[C:35]1[CH:36]=[CH:37][C:38]([N+:42]([O-:44])=[O:43])=[C:39]([NH2:41])[CH:40]=1>>[C:1]([O:5][C:6](=[O:33])[NH:7][C@H:8]1[CH2:13][CH2:12][C@H:11]([C:14](=[O:32])[NH:15][C:16]2[CH:17]=[C:18]([O:23][C:24]3[CH:29]=[CH:28][C:27]([C:30]#[N:31])=[CH:26][CH:25]=3)[CH:19]=[C:20]([O:22][C:35]3[CH:36]=[CH:37][C:38]([N+:42]([O-:44])=[O:43])=[C:39]([NH2:41])[CH:40]=3)[CH:21]=2)[CH2:10][CH2:9]1)([CH3:4])([CH3:2])[CH3:3]. Reactants: ClC=1C=C(C=CC1)C(C)(C)O (2-(3-chlorophenyl)propan-2-ol), [Br-].[Li+] (lithium bromide), C[Si](C)(C)Cl (trimethylsilyl chloride). Run in C(C)#N (acetonitrile). Product: BrC(C)(C)C1=CC(=CC=C1)Cl (2-bromo-2-(3-chlorophenyl)propane). Reaction SMILES: [Cl:1][C:2]1[CH:3]=[C:4]([C:8](O)([CH3:10])[CH3:9])[CH:5]=[CH:6][CH:7]=1.[Br-:12].[Li+].C[Si](Cl)(C)C>C(#N)C>[Br:12][C:8]([C:4]1[CH:5]=[CH:6][CH:7]=[C:2]([Cl:1])[CH:3]=1)([CH3:10])[CH3:9] |f:1.2|. Procedure: This compound is prepared in a manner analogous to that of Step A of Example 5, using 8.5 grams (0.05 mole) of 2-(3-chlorophenyl)propan-2-ol, 8.7 grams (0.1 mole) of lithium bromide, and 13.5 grams (0.125 mole) of trimethylsilyl chloride in 100 mL of acetonitrile, yielding 2-bromo-2-(3-chlorophenyl)propane. The reactants are FC1=C(C[C@H]2N(CC[C@@H](C2)C2=CC(NO2)=O)C(=O)OC)C=CC=C1 ((2S,4S)-Methyl 2-(2-fluorobenzyl)-4-(3-oxo-2,3-dihydroisoxazol-5-yl)piperidine-1-carboxylate). The solvent is Br (hydrogen bromide). Yields the product FC1=C(C[C@H]2NCC[C@@H](C2)C2=CC(NO2)=O)C=CC=C1 (5-((2S,4S)-2-(2-fluorobenzyl)piperidin-4-yl)isoxazol-3(2H)-one). Yield: 69.4%. As a reaction SMILES: [F:1][C:2]1[CH:24]=[CH:23][CH:22]=[CH:21][C:3]=1[CH2:4][C@@H:5]1[CH2:10][C@@H:9]([C:11]2[O:15][NH:14][C:13](=[O:16])[CH:12]=2)[CH2:8][CH2:7][N:6]1C(OC)=O>Br>[F:1][C:2]1[CH:24]=[CH:23][CH:22]=[CH:21][C:3]=1[CH2:4][C@@H:5]1[CH2:10][C@@H:9]([C:11]2[O:15][NH:14][C:13](=[O:16])[CH:12]=2)[CH2:8][CH2:7][NH:6]1. Reported procedure: (2S,4S)-Methyl 2-(2-fluorobenzyl)-4-(3-oxo-2,3-dihydroisoxazol-5-yl)piperidine-1-carboxylate (199 mg, 0.60 mmol) was stirred in hydrogen bromide (33% in AcOH) overnight (17 h). Evaporation of solvents and purification by preparative HPLC (Instrument: FractionLynx I, Mobilphase: gradient 5-95% MeCN in 0.2% NH3, pH 10, Column: Xbridge Prep C18 5 μm OBD 19*150 mm) yielded 5-((2S,4S)-2-(2-fluorobenzyl)piperidin-4-yl)isoxazol-3(2H)-one (115 mg, 70%). 1H NMR (600 MHz, DMSO) δ 1.47-1.56 (m, 1H), 1.67-1... Starting materials: OCC1=C(OC(C(=O)OCC)C)C(=CC=C1)OC (ethyl 2-(2-hydroxymethyl-6-methoxyphenoxy)propionate), C(C)(C)(C)C=1N=C(SC1)C=1OC2=C(C1)C=C(C=C2)O (2-(4-tert-butylthiazol-2-yl)-5-hydroxybenzofuran), C1(=CC=CC=C1)P(C1=CC=CC=C1)C1=CC=CC=C1 (triphenylphosphine), N(=NC(=O)OCC)C(=O)OCC (diethyl azodicarboxylate). The solvent is O1CCCC1 (tetrahydrofuran), O1CCCC1 (tetrahydrofuran). Yields the product C(C)(C)(C)C=1N=C(SC1)C=1OC2=C(C1)C=C(C=C2)OCC2=C(OC(C(=O)OCC)C)C(=CC=C2)OC (ethyl 2-{2-{[2-(4-tert-butylthiazol-2-yl)benzofuran-5-yloxy]methyl}-6-methoxyphenoxy}propionate). Isolated yield 67.7%. RXN SMILES: [OH:1][CH2:2][C:3]1[CH:16]=[CH:15][CH:14]=[C:13]([O:17][CH3:18])[C:4]=1[O:5][CH:6]([CH3:12])[C:7]([O:9][CH2:10][CH3:11])=[O:8].[C:19]([C:23]1[N:24]=[C:25]([C:28]2[O:29][C:30]3[CH:36]=[CH:35][C:34](O)=[CH:33][C:31]=3[CH:32]=2)[S:26][CH:27]=1)([CH3:22])([CH3:21])[CH3:20].C1(P(C2C=CC=CC=2)C2C=CC=CC=2)C=CC=CC=1.N(C(OCC)=O)=NC(OCC)=O>O1CCCC1>[C:19]([C:23]1[N:24]=[C:25]([C:28]2[O:29][C:30]3[CH:36]=[CH:35][C:34]([O:1][CH2:2][C:3]4[CH:16]=[CH:15][CH:14]=[C:13]([O:17][CH3:18])[C:4]=4[O:5][CH:6]([CH3:12])[C:7]([O:9][CH2:10][CH3:11])=[O:8])=[CH:33][C:31]=3[CH:32]=2)[S:26][CH:27]=1)([CH3:22])([CH3:20])[CH3:21]. Procedure details: To a solution of ethyl 2-(2-hydroxymethyl-6-methoxyphenoxy)propionate (1.97 g), 2-(4-tert-butylthiazol-2-yl)-5-hydroxybenzofuran (1.83 g), and triphenylphosphine (2.83 g) in tetrahydrofuran (20 ml) was added a solution of diethyl azodicarboxylate (1.67 g) in tetrahydrofuran (2 ml) under ice-cooling. The mixture was stirred at the same temperature for an hour and at room temperature for an hour. The mixture was concentrated under reduced pressure and the residue was subjected to a column of silic... Reactants: C(C(C)C)P(CC(C)C)CC(C)C (Tri-iso-butylphosphine), C(CCC)OP(=O)(OCCCC)OCCCC (tributylphosphate). The product is C(CCC)OP(=O)(OCCCC)[O-].C(C(C)C)[P+](CCCC)(CC(C)C)CC(C)C (tri-iso-butyl-butylphosphonium dibutylphosphate). Isolated yield 68.4%. RXN SMILES: [CH2:1]([P:5]([CH2:10][CH:11]([CH3:13])[CH3:12])[CH2:6][CH:7]([CH3:9])[CH3:8])[CH:2]([CH3:4])[CH3:3].[CH2:14]([O:18][P:19]([O:26][CH2:27][CH2:28][CH2:29][CH3:30])([O:21][CH2:22][CH2:23][CH2:24][CH3:25])=[O:20])[CH2:15][CH2:16][CH3:17]>>[CH2:22]([O:21][P:19]([O-:26])([O:18][CH2:14][CH2:15][CH2:16][CH3:17])=[O:20])[CH2:23][CH2:24][CH3:25].[CH2:10]([P+:5]([CH2:1][CH:2]([CH3:4])[CH3:3])([CH2:6][CH:7]([CH3:9])[CH3:8])[CH2:27][CH2:28][CH2:29][CH3:30])[CH:11]([CH3:13])[CH3:12] |f:2.3|. Reported procedure: Tri-iso-butylphosphine (206.5 g, 98%, 1.0 mole) was added dropwise over a period of 2 hours to a flask containing 271.8 g (98%, 1.0 mole) of tributylphosphate at 200° C. under nitrogen and stirring. When the addition was complete, the mixture was stirred at the same temperature for an additional 15 hours. The mixture was cooled down and moved to a rotary evaporator and dried under 160° C./5 mm Hg for 5 hours. The product (320.7 g, yield 68.5%) was pure judged from NMR and liquid at room temperat...